From a dataset of the Open Reaction Database (ORD), a public repository of structured organic reaction records. describe an organic reaction: reactants, conditions, products, and yield As a reaction SMILES: [Si]([O:18][CH:19]1[CH2:22][N:21]([C:23]2[S:24][CH:25]=[C:26]([C:28](=[O:51])[NH:29][C@@H:30]([CH3:50])[CH2:31][O:32][Si](C(C)(C)C)(C3C=CC=CC=3)C3C=CC=CC=3)[N:27]=2)[CH2:20]1)(C(C)(C)C)(C1C=CC=CC=1)C1C=CC=CC=1.[F-].C([N+](CCCC)(CCCC)CCCC)CCC>O1CCCC1>[OH:18][CH:19]1[CH2:22][N:21]([C:23]2[S:24][CH:25]=[C:26]([C:28](=[O:51])[NH:29][C@@H:30]([CH3:50])[CH2:31][OH:32])[N:27]=2)[CH2:20]1 |f:1.2|. Starting materials: [Si](C1=CC=CC=C1)(C1=CC=CC=C1)(C(C)(C)C)OC1CN(C1)C=1SC=C(N1)C(N[C@H](CO[Si](C1=CC=CC=C1)(C1=CC=CC=C1)C(C)(C)C)C)=O (3-t-butyldiphenylsilyloxy-1-{4-[(1S)-2-(t-butyldiphenylsilyloxy)-1-methylethylcarbamoyl]-1,3-thiazol-2-yl}azetidine), [F-].C(CCC)[N+](CCCC)(CCCC)CCCC (tetra-n-butylammonium fluoride), ice. The product is OC1CN(C1)C=1SC=C(N1)C(N[C@H](CO)C)=O (3-hydroxy-1-[4-((1S)-2-hydroxy-1-methylethylcarbamoyl)-1,3-thiazol-2-yl]azetidine). Run in O1CCCC1 (tetrahydrofuran), O1CCCC1 (tetrahydrofuran). Yield: 93.9%. Procedure details: To a solution of 3-t-butyldiphenylsilyloxy-1-{4-[(1S)-2-(t-butyldiphenylsilyloxy)-1-methylethylcarbamoyl]-1,3-thiazol-2-yl}azetidine (2.77 g, 3.77 mmol) (obtained as described in Reference Example 35(2)) in anhydrous tetrahydrofuran (140 ml) was added a solution of 1.0M tetra-n-butylammonium fluoride in tetrahydrofuran (9.06 ml, 9.06 mmol) in an ice bath. The mixture was stirred in the ice bath for 3.5 hours. After checking the completion of the reaction, the reaction mixture was concentrated un...